Dataset: the Open Reaction Database (ORD), a public repository of structured organic reaction records. Task: describe an organic reaction: reactants, conditions, products, and yield Procedure: A suspension of 1,3,4,5-tetrahydro-6-acetoxy-2H-1-benzazepin-2-one (50 mg, 0.23 mmol) and Lawesson reagent (65 mg, 0.16 mmol) in 3 mL of toluene was refluxed for about 1 h. The residue obtained after evaporation of the solvent was chromatographed on silica gel PTLC (5% MeOH--CH2Cl2) to give 51 mg (94%) of 1,3,4,5-tetrahydro-6-acetoxy-2H-1-benzazepin-2-thione; MS 235. Run in C1(=CC=CC=C1)C (toluene). Starting materials: C(C)(=O)OC1=CC=CC2=C1CCCC(N2)=O (1,3,4,5-tetrahydro-6-acetoxy-2H-1-benzazepin-2-one), COC=1C=CC(=CC1)P2(=S)SP(=S)(S2)C=3C=CC(=CC3)OC (Lawesson reagent). Yield: 135.5%. Yields the product C(C)(=O)OC1=CC=CC2=C1CCCC(N2)=S (1,3,4,5-tetrahydro-6-acetoxy-2H-1-benzazepin-2-thione). Reaction SMILES: [C:1]([O:4][C:5]1[C:10]2[CH2:11][CH2:12][CH2:13][C:14](=O)[NH:15][C:9]=2[CH:8]=[CH:7][CH:6]=1)(=[O:3])[CH3:2].COC1C=CC(P2(SP(C3C=CC(OC)=CC=3)(=S)S2)=[S:26])=CC=1>C1(C)C=CC=CC=1>[C:1]([O:4][C:5]1[C:10]2[CH2:11][CH2:12][CH2:13][C:14](=[S:26])[NH:15][C:9]=2[CH:8]=[CH:7][CH:6]=1)(=[O:3])[CH3:2]. Reactants: BrC=1C2=C(OC1C)C(=CC=C2)NC(C2=C(C=CC=C2Cl)Cl)=O (3-bromo-7-(2,6-dichlorobenzoylamino)-2-methylbenzo[b]furan), C(CCC)[Sn](C1=NC=CC=C1)(CCCC)CCCC (2-(tributylstannyl)pyridine). The reagents and catalysts are C=1C=CC(=CC1)[P](C=2C=CC=CC2)(C=3C=CC=CC3)[Pd]([P](C=4C=CC=CC4)(C=5C=CC=CC5)C=6C=CC=CC6)([P](C=7C=CC=CC7)(C=8C=CC=CC8)C=9C=CC=CC9)[P](C=1C=CC=CC1)(C=1C=CC=CC1)C=1C=CC=CC1 (tetrakis(triphenylphosphine)palladium). Solvent: COCCOC (1,2-dimethoxyethane). Yields the product Cl.ClC1=C(C(=O)NC2=CC=CC3=C2OC(=C3C3=NC=CC=C3)C)C(=CC=C1)Cl (7-(2,6-dichlorobenzoylamino)-2-methyl-3-(pyridin-2-yl)benzo[b]furan hydrochloride). The yield is 50.2%. As a reaction SMILES: Br[C:2]1[C:3]2[CH:11]=[CH:10][CH:9]=[C:8]([NH:12][C:13](=[O:22])[C:14]3[C:19]([Cl:20])=[CH:18][CH:17]=[CH:16][C:15]=3[Cl:21])[C:4]=2[O:5][C:6]=1[CH3:7].C([Sn](CCCC)(CCCC)[C:28]1[CH:33]=[CH:32][CH:31]=[CH:30][N:29]=1)CCC>COCCOC.C1C=CC([P]([Pd]([P](C2C=CC=CC=2)(C2C=CC=CC=2)C2C=CC=CC=2)([P](C2C=CC=CC=2)(C2C=CC=CC=2)C2C=CC=CC=2)[P](C2C=CC=CC=2)(C2C=CC=CC=2)C2C=CC=CC=2)(C2C=CC=CC=2)C2C=CC=CC=2)=CC=1>[ClH:20].[Cl:21][C:15]1[CH:16]=[CH:17][CH:18]=[C:19]([Cl:20])[C:14]=1[C:13]([NH:12][C:8]1[C:4]2[O:5][C:6]([CH3:7])=[C:2]([C:28]3[CH:33]=[CH:32][CH:31]=[CH:30][N:29]=3)[C:3]=2[CH:11]=[CH:10][CH:9]=1)=[O:22] |f:4.5,^1:51,53,72,91|. Reported procedure: A mixture of 3-bromo-7-(2,6-dichlorobenzoylamino)-2-methylbenzo[b]furan (165 mg), 2-(tributylstannyl)pyridine (213 mg) and tetrakis(triphenylphosphine)palladium (10 mg) in 1,2-dimethoxyethane (3 ml) was refluxed for 18 hours. The reaction mixture was evaporated in vacuo and the residue was purified by column chromatography on silica gel. The obtained oil was dissolved in methanolic hydrogen chloride and to the solution was evaporated in vacuo. The residue was crystallized from ethyl acetate to g...